From a dataset of the Open Reaction Database (ORD), a public repository of structured organic reaction records. describe an organic reaction: reactants, conditions, products, and yield Starting materials: C(C1=CC=CC=C1)OC[C@@H]1C[C@@H](CC1)N(S(=O)(=O)C=1C=NC(=CC1)Cl)C (N-{(1R,3S)-3-[(benzyloxy)methyl]-cyclopentyl}-6-chloro-N-methylpyridine-3-sulfonamide), O.NN (hydrazine hydrate). The product is C(C1=CC=CC=C1)OC[C@@H]1C[C@@H](CC1)N(S(=O)(=O)C=1C=NC(=CC1)NN)C (N-{(1R,3S)-3-[(benzyloxy)methyl]cyclopentyl}-6-hydrazinyl-N-methylpyridine-3-sulfonamide). Yield: 86.0%. Reaction SMILES: [CH2:1]([O:8][CH2:9][C@H:10]1[CH2:14][CH2:13][C@@H:12]([N:15]([CH3:26])[S:16]([C:19]2[CH:20]=[N:21][C:22](Cl)=[CH:23][CH:24]=2)(=[O:18])=[O:17])[CH2:11]1)[C:2]1[CH:7]=[CH:6][CH:5]=[CH:4][CH:3]=1.O.[NH2:28][NH2:29]>>[CH2:1]([O:8][CH2:9][C@H:10]1[CH2:14][CH2:13][C@@H:12]([N:15]([CH3:26])[S:16]([C:19]2[CH:20]=[N:21][C:22]([NH:28][NH2:29])=[CH:23][CH:24]=2)(=[O:18])=[O:17])[CH2:11]1)[C:2]1[CH:7]=[CH:6][CH:5]=[CH:4][CH:3]=1 |f:1.2|. Procedure: According to process 5.2, starting with 0.58 g of N-{(1R,3S)-3-[(benzyloxy)methyl]-cyclopentyl}-6-chloro-N-methylpyridine-3-sulfonamide and 0.15 mL of hydrazine hydrate, 0.49 g of N-{(1R,3S)-3-[(benzyloxy)methyl]cyclopentyl}-6-hydrazinyl-N-methylpyridine-3-sulfonamide is obtained. Starting materials: BrC1=CC=C(C(=O)N)C=C1 (4-Bromobenzamide), O=CC(Cl)(Cl)Cl (chloral), BrC1=CC=C(C(=O)NC(C(Cl)(Cl)Cl)O)C=C1 (4-Bromo-N-(2,2,2-trichloro-1-hydroxyethyl)benzamide), P(Cl)(Cl)(Cl)(Cl)Cl (PCl5). Solvent: C1CCOC1 (THF), C(Cl)(Cl)Cl (chloroform). The product is BrC1=CC=C(C(=O)NC(C(Cl)(Cl)Cl)Cl)C=C1 (4-bromo-N-(1,2,2,2-tetrachloroethyl)benzamide). RXN SMILES: BrC1C=CC(C(N)=O)=CC=1.O=CC(Cl)(Cl)[Cl:14].[Br:17][C:18]1[CH:32]=[CH:31][C:21]([C:22]([NH:24][CH:25](O)[C:26]([Cl:29])([Cl:28])[Cl:27])=[O:23])=[CH:20][CH:19]=1.P(Cl)(Cl)(Cl)(Cl)Cl>C1COCC1.C(Cl)(Cl)Cl>[Br:17][C:18]1[CH:32]=[CH:31][C:21]([C:22]([NH:24][CH:25]([Cl:14])[C:26]([Cl:29])([Cl:28])[Cl:27])=[O:23])=[CH:20][CH:19]=1. Reported procedure: A mixture of 4-bromoaniline 118 (5.0 g, 24.2 mmol) and chloral (4.7 mL, 48.2 mmol) in THF (4 mL) was heated for 30 minutes. Solvent was removed under vacuum. 4-Bromo-N-(2,2,2-trichloro-1-hydroxyethyl)benzamide 121 (1.26 g, 3.62 mmol) in chloroform (15 mL) and PCl5 (0.8 g, 3.65 mmol) was heated at 50° C. for 30 minutes. The product was isolated from a standard aqueous work-up and extraction to produce 4-bromo-N-(1,2,2,2-tetrachloroethyl)benzamide. 4-Bromo-N-(1,2,2,2-tetrachloroethyl)benzamide (1.... Starting materials: Br, COc1ccc(Cl)cc1N1CCNCC1, Cl. Yields the product Oc1ccc(Cl)cc1N1CCNCC1. As a reaction SMILES: [BrH:17].[Cl:2][c:3]1[cH:4][cH:5][c:6]([O:15][CH3:16])[c:7]([N:9]2[CH2:10][CH2:11][NH:12][CH2:13][CH2:14]2)[cH:8]1.[ClH:1]>>[Cl:2][c:3]1[cH:4][cH:5][c:6]([OH:15])[c:7]([N:9]2[CH2:10][CH2:11][NH:12][CH2:13][CH2:14]2)[cH:8]1. The reactants are [Sn](Cl)Cl (tin dichloride), [N+](=O)([O-])C=1C=CC=2C=3N(C(NC2C1)=O)C(NN3)=O (8-nitro-2,3,5,6-tetrahydro-1,2,4-triazolo[4,3-c]quinazoline-3,5-dione). The solvent is Cl (hydrochloric acid). Yields the product Cl.NC=1C=CC=2C=3N(C(NC2C1)=O)C(NN3)=O (8-amino-2,3,5,6-tetrahydro-1,2,4-triazolo[4,3-c]quinazoline-3,5-dione hydrochloride). The yield is 62.1%. Reaction SMILES: [Sn](Cl)[Cl:2].[N+:4]([C:7]1[CH:8]=[CH:9][C:10]2[C:11]3[N:12]([C:18](=[O:21])[NH:19][N:20]=3)[C:13](=[O:17])[NH:14][C:15]=2[CH:16]=1)([O-])=O>Cl>[ClH:2].[NH2:4][C:7]1[CH:8]=[CH:9][C:10]2[C:11]3[N:12]([C:18](=[O:21])[NH:19][N:20]=3)[C:13](=[O:17])[NH:14][C:15]=2[CH:16]=1 |f:3.4|. Procedure details: 1.98 g (8.8 mmol) of tin dichloride were dissolved in 10 ml of conc. hydrochloric acid at 80° C. 494 mg (2 mmol) of 8-nitro-2,3,5,6-tetrahydro-1,2,4-triazolo[4,3-c]quinazoline-3,5-dione were added portionwise thereto. After heating at reflux for 2 hrs. the precipitate was filtered off, washed with water and dried in a vacuum. 315 mg (62%) of 8-amino-2,3,5,6-tetrahydro-1,2,4-triazolo[4,3-c]quinazoline-3,5-dione hydrochloride were obtained as white crystals; Reactants: Cc1ccccc1OC(=O)NC1CCNCC1, O=CC1CN(C(C(=O)O)C2CCCCC2)CC1c1ccccc1. Product: Cc1ccccc1OC(=O)NC1CCN(CC2CN(C(C(=O)O)C3CCCCC3)CC2c2ccccc2)CC1. RXN SMILES: [CH3:1][c:2]1[c:3]([O:8][C:9](=[O:10])[NH:11][CH:12]2[CH2:13][CH2:14][NH:15][CH2:16][CH2:17]2)[cH:4][cH:5][cH:6][cH:7]1.[CH:18](=[O:19])[CH:20]1[CH2:21][N:22]([CH:31]([C:32](=[O:33])[OH:34])[CH:35]2[CH2:36][CH2:37][CH2:38][CH2:39][CH2:40]2)[CH2:23][CH:24]1[c:25]1[cH:26][cH:27][cH:28][cH:29][cH:30]1>>[CH3:1][c:2]1[c:3]([O:8][C:9](=[O:10])[NH:11][CH:12]2[CH2:13][CH2:14][N:15]([CH2:18][CH:20]3[CH2:21][N:22]([CH:31]([C:32](=[O:33])[OH:34])[CH:35]4[CH2:36][CH2:37][CH2:38][CH2:39][CH2:40]4)[CH2:23][CH:24]3[c:25]3[cH:26][cH:27][cH:28][cH:29][cH:30]3)[CH2:16][CH2:17]2)[cH:4][cH:5][cH:6][cH:7]1. Starting materials: NC=1C=C(C(=O)O)C=C(C1NC1=CC=CC=C1)S(N)(=O)=O (3-amino-4-anilino-5-sulphamyl-benzoic acid), C(C1=CC=CC=C1)Br (benzyl bromide), C(C)O (ethanol). Yields the product C(C)OC(C1=CC(=C(C(=C1)S(N)(=O)=O)NC1=CC=CC=C1)NCC1=CC=CC=C1)=O (ethyl-4-anilino-3-benzylamino-5-sulphamyl-benzoate). As a reaction SMILES: [NH2:1][C:2]1[CH:3]=[C:4]([CH:8]=[C:9]([S:18](=[O:21])(=[O:20])[NH2:19])[C:10]=1[NH:11][C:12]1[CH:17]=[CH:16][CH:15]=[CH:14][CH:13]=1)[C:5]([OH:7])=[O:6].[CH2:22](Br)[C:23]1[CH:28]=[CH:27][CH:26]=[CH:25][CH:24]=1.[CH2:30](O)[CH3:31]>>[CH2:30]([O:6][C:5](=[O:7])[C:4]1[CH:8]=[C:9]([S:18](=[O:21])(=[O:20])[NH2:19])[C:10]([NH:11][C:12]2[CH:17]=[CH:16][CH:15]=[CH:14][CH:13]=2)=[C:2]([NH:1][CH2:22][C:23]2[CH:28]=[CH:27][CH:26]=[CH:25][CH:24]=2)[CH:3]=1)[CH3:31]. Procedure details: A mixture of 3-amino-4-anilino-5-sulphamyl-benzoic acid (2 g), benzyl bromide (3 g), and ethanol (50 ml 99.9%) was refluxed for 8 hours. After cooling, the ethyl-4-anilino-3-benzylamino-5-sulphamyl-benzoate crystallized and was collected by suction. After recrystallization from ethanol the melting point was 160°-161°C.